Dataset: the Open Reaction Database (ORD), a public repository of structured organic reaction records. Task: describe an organic reaction: reactants, conditions, products, and yield The product is O=C(Cn1c(-c2ccc(Br)cc2)nc2cccnc21)NCCN1CCCCC1. Reactants: O=C(O)Cn1c(-c2ccc(Br)cc2)nc2cccnc21, O=C(n1ccnc1)n1ccnc1, NCCN1CCCCC1, C1CCOC1. RXN SMILES: [Br:1][c:2]1[cH:3][cH:4][c:5](-[c:8]2[n:9][c:10]3[c:11]([n:12][cH:13][cH:14][cH:15]3)[n:16]2[CH2:17][C:18](=[O:19])[OH:20])[cH:6][cH:7]1.[C:21]([n:22]1[cH:23][cH:24][n:25][cH:26]1)([n:27]1[cH:28][cH:29][n:30][cH:31]1)=[O:32].[NH2:33][CH2:34][CH2:35][N:36]1[CH2:37][CH2:38][CH2:39][CH2:40][CH2:41]1.[O:42]1[CH2:43][CH2:44][CH2:45][CH2:46]1>>[Br:1][c:2]1[cH:3][cH:4][c:5](-[c:8]2[n:9][c:10]3[c:11]([n:12][cH:13][cH:14][cH:15]3)[n:16]2[CH2:17][C:18](=[O:20])[NH:33][CH2:34][CH2:35][N:36]2[CH2:37][CH2:38][CH2:39][CH2:40][CH2:41]2)[cH:6][cH:7]1.